Dataset: the Open Reaction Database (ORD), a public repository of structured organic reaction records. Task: describe an organic reaction: reactants, conditions, products, and yield Reactants: C(CC)P1(OP(OP(O1)(=O)CCC)(=O)CCC)=O (T3P), CC(OCC)=O (EA), C(C)OC=1C=C(C=NC1OCC1=CC=C(C=C1)OC)C1=CC(=C(C=C1)CC(=O)O)F (2-(4-(5-ethoxy-6-((4-methoxybenzyl)oxy)pyridin-3-yl)-2-fluorophenyl)acetic acid), CN1N=C(C=C1N)C(C(F)(F)F)(C)C (1-methyl-3-(1,1,1-trifluoro-2-methylpropan-2-yl)-1H-pyrazol-5-amine). The solvent is C(Cl)Cl (DCM), N1=CC=CC=C1 (pyridine), O (H2O). Run at time 2 hour. Yields the product C(C)OC=1C=C(C=NC1OCC1=CC=C(C=C1)OC)C1=CC(=C(C=C1)CC(=O)NC1=CC(=NN1C)C(C(F)(F)F)(C)C)F (2-(4-(5-ethoxy-6-((4-methoxybenzyl)oxy)pyridin-3-yl)-2-fluorophenyl)-N-(1-methyl-3-(1,1,1-trifluoro-2-methylpropan-2-yl)-1H-pyrazol-5-yl)acetamide). The yield is 61.6%. RXN SMILES: [CH2:1]([O:3][C:4]1[CH:5]=[C:6]([C:20]2[CH:25]=[CH:24][C:23]([CH2:26][C:27](O)=[O:28])=[C:22]([F:30])[CH:21]=2)[CH:7]=[N:8][C:9]=1[O:10][CH2:11][C:12]1[CH:17]=[CH:16][C:15]([O:18][CH3:19])=[CH:14][CH:13]=1)[CH3:2].[CH3:31][N:32]1[C:36]([NH2:37])=[CH:35][C:34]([C:38]([CH3:44])([CH3:43])[C:39]([F:42])([F:41])[F:40])=[N:33]1.C(P1(=O)OP(CCC)(=O)OP(CCC)(=O)O1)CC.CC(=O)OCC>N1C=CC=CC=1.O.C(Cl)Cl>[CH2:1]([O:3][C:4]1[CH:5]=[C:6]([C:20]2[CH:25]=[CH:24][C:23]([CH2:26][C:27]([NH:37][C:36]3[N:32]([CH3:31])[N:33]=[C:34]([C:38]([CH3:44])([CH3:43])[C:39]([F:41])([F:40])[F:42])[CH:35]=3)=[O:28])=[C:22]([F:30])[CH:21]=2)[CH:7]=[N:8][C:9]=1[O:10][CH2:11][C:12]1[CH:13]=[CH:14][C:15]([O:18][CH3:19])=[CH:16][CH:17]=1)[CH3:2]. Procedure: To a mixture of 2-(4-(5-ethoxy-6-((4-methoxybenzyl)oxy)pyridin-3-yl)-2-fluorophenyl)acetic acid (150 mg, 0.365 mmol), 1-methyl-3-(1,1,1-trifluoro-2-methylpropan-2-yl)-1H-pyrazol-5-amine (83 mg, 0.401 mmol) in pyridine (3 mL) was added T3P® (EA solvate) (0.3 mL, 0.365 mmol) at 25° C. Then the mixture was stirred for 2 h, the mixture was concentrated to give the residue which was distributed between DCM (20 mL) and H2O (10 mL) and extracted with DCM (20 mL×2). The combined organic extracts were wa... The reactants are CS(C)=O, CN(C(=O)C(C)(C)c1cc(Cl)cc(Cl)c1)c1cnc(Cl)cc1-c1ccccc1Cl, OCC1CC(O)CN1. Product: CN(C(=O)C(C)(C)c1cc(Cl)cc(Cl)c1)c1cnc(N2CC(O)CC2CO)cc1-c1ccccc1Cl. As a reaction SMILES: [CH3:38][S:39](=[O:40])[CH3:41].[Cl:1][c:2]1[cH:3][c:4](-[c:23]2[c:24]([Cl:29])[cH:25][cH:26][cH:27][cH:28]2)[c:5]([N:8]([C:9]([C:10]([CH3:11])([CH3:12])[c:13]2[cH:14][c:15]([Cl:20])[cH:16][c:17]([Cl:19])[cH:18]2)=[O:21])[CH3:22])[cH:6][n:7]1.[OH:30][CH:31]1[CH2:32][CH:33]([CH2:36][OH:37])[NH:34][CH2:35]1>>[c:2]1([N:34]2[CH:33]([CH2:36][OH:37])[CH2:32][CH:31]([OH:30])[CH2:35]2)[cH:3][c:4](-[c:23]2[c:24]([Cl:29])[cH:25][cH:26][cH:27][cH:28]2)[c:5]([N:8]([C:9]([C:10]([CH3:11])([CH3:12])[c:13]2[cH:14][c:15]([Cl:20])[cH:16][c:17]([Cl:19])[cH:18]2)=[O:21])[CH3:22])[cH:6][n:7]1. Reactants: C(C1=CC=CC=C1)OC[C@H](CF)C1=C(C=C(C=C1)B(O)O)C ((R)-(4-(1-(Benzyloxy)-3-fluoropropan-2-yl)-3-methylphenyl)boronic acid). Reagents/catalysts: [Pd] (Pd/C). Solvent: CO (MeOH). Reaction conditions: time 8 hour. The product is FC[C@@H](CO)C1=C(C=C(C=C1)B(O)O)C ((R)-(4-(1-Fluoro-3-hydroxypropan-2-yl)-3-methylphenyl)boronic acid). Yield: 71.3%. Reaction SMILES: C([O:8][CH2:9][C@@H:10]([C:13]1[CH:18]=[CH:17][C:16]([B:19]([OH:21])[OH:20])=[CH:15][C:14]=1[CH3:22])[CH2:11][F:12])C1C=CC=CC=1>[Pd].CO>[F:12][CH2:11][C@H:10]([C:13]1[CH:18]=[CH:17][C:16]([B:19]([OH:21])[OH:20])=[CH:15][C:14]=1[CH3:22])[CH2:9][OH:8]. Reported procedure: To 24C (0.2 g, 0.662 mmol) was added Pd/C (0.070 g, 0.662 mmol) and MeOH (10 mL) under N2. The reaction was flush with N2 and degassed (3×). Then H2 balloon was introduced and system was degassed and flush with H2 (3×) before letting it stir at rt overnight. The mixture was filtered and washed with MeOH (3×). The filtrate was evaporated and dried under vacuo to give 24D (0.1 g, 0.472 mmol, 71.3% yield). 1H NMR (400 MHz, MeOD) δ ppm 7.36-7.46 (m, 2H) 7.23 (d, J=7.83 Hz, 1H) 4.68-4.78 (m, 1H) 4.56... The reactants are CC(C)(C)OC(=O)N1CCC(C(=O)c2ccc(Cl)c(Cl)c2)CC1, ClCCl, O=C(O)C(F)(F)F. Product: O=C(c1ccc(Cl)c(Cl)c1)C1CCNCC1. As a reaction SMILES: [C:1]([O:2][C:3](=[O:4])[N:8]1[CH2:9][CH2:10][CH:11]([C:14]([c:15]2[cH:16][c:17]([Cl:22])[c:18]([Cl:21])[cH:19][cH:20]2)=[O:23])[CH2:12][CH2:13]1)([CH3:5])([CH3:6])[CH3:7].[CH2:31]([Cl:32])[Cl:33].[OH:24][C:25]([C:26]([F:27])([F:28])[F:29])=[O:30]>>[NH:8]1[CH2:9][CH2:10][CH:11]([C:14]([c:15]2[cH:16][c:17]([Cl:22])[c:18]([Cl:21])[cH:19][cH:20]2)=[O:23])[CH2:12][CH2:13]1. The reactants are COC(C1=C(C=CC(=C1)C=1C=C2C(=NC1)N(C=C2C2=C(C=CC=C2)OC)S(=O)(=O)C2=CC=C(C=C2)C)O)=O (2-hydroxy-5-[3-(2-methoxy-phenyl)-1-(toluene-4-sulfonyl)-1H-pyrrolo[2,3-b]pyridin-5-yl]-benzoic acid methyl ester), CN(CCNC)C (N,N,N′-trimethylethylenediamine), product, methyl ester, carboxylic acid, N=C=N (carbodiimide), CN(C)C=O (DMF). Solvent: N1=CC=CC=C1 (pyridine). Run at temperature 100 celsius, time 16 hour. Product: CN(CCN(C(C1=C(C=CC(=C1)C=1C=C2C(=NC1)NC=C2C2=C(C=CC=C2)OC)O)=O)C)C (N-(2-Dimethylamino-ethyl)-2-hydroxy-5-[3-(2-methoxy-phenyl)-1H-pyrrolo[2,3-b]pyridin-5-yl]-N-methyl-benzamide). Isolated yield 12.0%. Reaction SMILES: CO[C:3](=[O:38])[C:4]1[CH:9]=[C:8]([C:10]2[CH:11]=[C:12]3[C:18]([C:19]4[CH:24]=[CH:23][CH:22]=[CH:21][C:20]=4[O:25][CH3:26])=[CH:17][N:16](S(C4C=CC(C)=CC=4)(=O)=O)[C:13]3=[N:14][CH:15]=2)[CH:7]=[CH:6][C:5]=1[OH:37].[CH3:39][N:40]([CH3:45])[CH2:41][CH2:42][NH:43][CH3:44].N=C=N.CN(C=O)C>N1C=CC=CC=1>[CH3:39][N:40]([CH3:45])[CH2:41][CH2:42][N:43]([CH3:44])[C:3](=[O:38])[C:4]1[CH:9]=[C:8]([C:10]2[CH:11]=[C:12]3[C:18]([C:19]4[CH:24]=[CH:23][CH:22]=[CH:21][C:20]=4[O:25][CH3:26])=[CH:17][NH:16][C:13]3=[N:14][CH:15]=2)[CH:7]=[CH:6][C:5]=1[OH:37]. Procedure: To a solution of 2-hydroxy-5-[3-(2-methoxy-phenyl)-1-(toluene-4-sulfonyl)-1H-pyrrolo[2,3-b]pyridin-5-yl]-benzoic acid methyl ester (52 mg, 0.10 mmol) in pyridine (0.5 mL) was added an excess of N,N,N′-trimethylethylenediamine (0.5 mL). The reaction was stirred for 16 hours at 100° C. in a scintillation vial. There appeared to be ˜50% product formation and ˜50% hydrolysis of the methyl ester to the carboxylic acid. PS-carbodiimide resin (244 mg, 0.29 mmol, 1.21 mmol/g load capacity) and DMF (1 mL... Starting materials: C(C1=CC=CC=C1)N1C(=O)CCC2=C(C=CC=C12)O (1-benzyl-5-hydroxy-3,4-dihydrocarbostyril), C(C(CCl)O)O (glycerol α-monochlorohydrin), [Na] (sodium). Solvent: CO (methanol). The product is C(C1=CC=CC=C1)N1C(=O)CCC2=C(C=CC=C12)OCC(CO)O (1-benzyl-5-(2,3-dihydroxy)propoxy-3,4-dihydrocarbostyril). Yield: 36.7%. Reaction SMILES: [Na].[CH2:2]([N:9]1[C:19]2[C:14](=[C:15]([OH:20])[CH:16]=[CH:17][CH:18]=2)[CH2:13][CH2:12][C:10]1=[O:11])[C:3]1[CH:8]=[CH:7][CH:6]=[CH:5][CH:4]=1.[CH2:21]([OH:26])[CH:22]([OH:25])[CH2:23]Cl>CO>[CH2:2]([N:9]1[C:19]2[C:14](=[C:15]([O:20][CH2:23][CH:22]([OH:25])[CH2:21][OH:26])[CH:16]=[CH:17][CH:18]=2)[CH2:13][CH2:12][C:10]1=[O:11])[C:3]1[CH:4]=[CH:5][CH:6]=[CH:7][CH:8]=1 |^1:0|. Procedure details: 0.23 g of sodium metal was dissolved in 40 ml of methanol, and 2.53 g of 1-benzyl-5-hydroxy-3,4-dihydrocarbostyril and 1.3 g of glycerol α-monochlorohydrin were added to the resulting solution followed by refluxing the mixture for 6 hours. After allowing the mixture to cool, the precipitated crystals were filtered, and the filtrate was concentrated to dryness. The residue thus obtained was extracted with 50 ml of chloroform, and the extract was washed with a 5% aqueous sodium hydroxide solution ... The reactants are Cl.Cl.C1(CCCC1)NC1=C(C=CC=2N1N=C(C2C2=NC(=NC=C2)NC2CCCC2)C2=CC=C(C=C2)F)C(=O)O (7-(Cyclopentylamino)-3-[2-(cyclopentylamino)-4-pyrimidinyl]-2-(4-fluorophenyl)pyrazolo[1,5-a]pyridine-6-carboxylic acid dihydrochloride), acid chloride, S(=O)(Cl)Cl (Thionyl chloride), Cl.NO (hydroxylamine hydrochloride), C([O-])([O-])=O.[K+].[K+] (potassium carbonate). Solvent: C(C)(=O)OCC (ethyl acetate), ClCCl (dichloromethane), O1CCCC1 (tetrahydrofuran). Conditions: temperature -78 celsius, time 30 minute. Product: C1(CCCC1)NC1=C(C=CC=2N1N=C(C2C2=NC(=NC=C2)NC2CCCC2)C2=CC=C(C=C2)F)C(=O)NO (7-(cyclopentylamino)-3-[2-(cyclopentylamino)-4-pyrimidinyl]-2-(4-fluorophenyl)-N-hydroxypyrazolo[1,5-a]pyridine-6-carboxamide). Isolated yield 25.6%. RXN SMILES: Cl.Cl.[CH:3]1([NH:8][C:9]2[N:14]3[N:15]=[C:16]([C:30]4[CH:35]=[CH:34][C:33]([F:36])=[CH:32][CH:31]=4)[C:17]([C:18]4[CH:23]=[CH:22][N:21]=[C:20]([NH:24][CH:25]5[CH2:29][CH2:28][CH2:27][CH2:26]5)[N:19]=4)=[C:13]3[CH:12]=[CH:11][C:10]=2[C:37]([OH:39])=O)[CH2:7][CH2:6][CH2:5][CH2:4]1.S(Cl)(Cl)=O.Cl.[NH2:45][OH:46].C(=O)([O-])[O-].[K+].[K+]>O1CCCC1.ClCCl.C(OCC)(=O)C>[CH:3]1([NH:8][C:9]2[N:14]3[N:15]=[C:16]([C:30]4[CH:35]=[CH:34][C:33]([F:36])=[CH:32][CH:31]=4)[C:17]([C:18]4[CH:23]=[CH:22][N:21]=[C:20]([NH:24][CH:25]5[CH2:26][CH2:27][CH2:28][CH2:29]5)[N:19]=4)=[C:13]3[CH:12]=[CH:11][C:10]=2[C:37]([NH:45][OH:46])=[O:39])[CH2:7][CH2:6][CH2:5][CH2:4]1 |f:0.1.2,4.5,6.7.8|. Procedure details: 7-(Cyclopentylamino)-3-[2-(cyclopentylamino)-4-pyrimidinyl]-2-(4-fluorophenyl)pyrazolo[1,5-a]pyridine-6-carboxylic acid dihydrochloride (52 mg, 0.091 mmol) was added to a dry flask and cooled to −78° C. Thionyl chloride (38 μL, 0.52 mmol) was added and the reaction mixture was stirred at room temperature for 30 minutes. The reaction mixture was concentrated under a stream of nitrogen then placed under high vacuum. In a separate flask, a suspension of hydroxylamine hydrochloride (29 mg, 0.42 mmol...